From a dataset of the Open Reaction Database (ORD), a public repository of structured organic reaction records. describe an organic reaction: reactants, conditions, products, and yield Reactants: O(C1=CC=CC=C1)CC(=O)NC1C2SCN(C(N2C1=O)C(=O)OCC1=CC=CC=C1)S(=O)(=O)C(F)(F)F (benzyl 7-phenoxyacetamido-8-oxo-3-trifluoromethanesulfonyl-5-thia-1,3-diazabicyclo[4,2,0]octane-2-carboxylate), ClC1=CC(=CC=C1)C(=O)OO (m-chloroperbenzoic acid). The solvent is C(Cl)Cl (methylene chloride), C(Cl)Cl (methylene chloride), C(Cl)Cl (methylene chloride). Run at time 20 minute. Product: O(C1=CC=CC=C1)CC(=O)NC1C2S(CN(C(N2C1=O)C(=O)OCC1=CC=CC=C1)S(=O)(=O)C(F)(F)F)=O (benzyl 7-phenoxyacetamido-8-oxo-3-trifluoromethanesulfonyl-5-thia-1,3-diazabicyclo[4,2,0]octane-2-carboxylate-5-oxide). Isolated yield 91.2%. RXN SMILES: [O:1]([CH2:8][C:9]([NH:11][CH:12]1[C:19](=[O:20])[N:18]2[CH:13]1[S:14][CH2:15][N:16]([S:31]([C:34]([F:37])([F:36])[F:35])(=[O:33])=[O:32])[CH:17]2[C:21]([O:23][CH2:24][C:25]1[CH:30]=[CH:29][CH:28]=[CH:27][CH:26]=1)=[O:22])=[O:10])[C:2]1[CH:7]=[CH:6][CH:5]=[CH:4][CH:3]=1.ClC1C=CC=C(C(OO)=[O:46])C=1>C(Cl)Cl>[O:1]([CH2:8][C:9]([NH:11][CH:12]1[C:19](=[O:20])[N:18]2[CH:13]1[S:14](=[O:46])[CH2:15][N:16]([S:31]([C:34]([F:35])([F:36])[F:37])(=[O:32])=[O:33])[CH:17]2[C:21]([O:23][CH2:24][C:25]1[CH:26]=[CH:27][CH:28]=[CH:29][CH:30]=1)=[O:22])=[O:10])[C:2]1[CH:3]=[CH:4][CH:5]=[CH:6][CH:7]=1. Procedure details: To a solution of benzyl 7-phenoxyacetamido-8-oxo-3-trifluoromethanesulfonyl-5-thia-1,3-diazabicyclo[4,2,0]octane-2-carboxylate (1.172 g.) in methylene chloride (10 ml.) was added dropwise a solution of m-chloroperbenzoic acid (430 mg.) in methylene chloride (6 ml.) at 0° C. with stirring over a period of 20 minutes, and the mixture was stirred for an additional 15 minutes. The mixture was diluted with methylene chloride and washed with a chilled dilute aqueous solution of sodium bicarbonate and ... The reactants are CCCCC(C)(C)C(=O)NCC1OC(C)(C)N(C(=O)OC(C)(C)C)C1CC(C(C)C)C(O)c1ccc2cnn(CCCOC)c2c1, ClCCl, O=C(O)C(F)(F)F. Product: CCCCC(C)(C)C(=O)NCC(O)C(N)CC(C(C)C)C(O)c1ccc2cnn(CCCOC)c2c1, O=C(O)C(F)(F)F. RXN SMILES: [CH3:1][C:2]([C:3](=[O:4])[NH:5][CH2:6][CH:7]1[CH:8]([CH2:21][CH:22]([CH:23]([CH3:24])[CH3:25])[CH:26]([c:27]2[cH:28][cH:29][c:30]3[cH:31][n:32][n:33]([CH2:36][CH2:37][CH2:38][O:39][CH3:40])[c:34]3[cH:35]2)[OH:41])[N:9]([C:14]([O:15][C:16]([CH3:17])([CH3:18])[CH3:19])=[O:20])[C:10]([CH3:12])([CH3:13])[O:11]1)([CH2:42][CH2:43][CH2:44][CH3:45])[CH3:46].[Cl:54][CH2:55][Cl:56].[F:47][C:48]([C:49](=[O:50])[OH:51])([F:52])[F:53]>>[CH3:1][C:2]([C:3](=[O:4])[NH:5][CH2:6][CH:7]([CH:8]([NH2:9])[CH2:21][CH:22]([CH:23]([CH3:24])[CH3:25])[CH:26]([c:27]1[cH:28][cH:29][c:30]2[cH:31][n:32][n:33]([CH2:36][CH2:37][CH2:38][O:39][CH3:40])[c:34]2[cH:35]1)[OH:41])[OH:11])([CH2:42][CH2:43][CH2:44][CH3:45])[CH3:46].[F:47][C:48]([C:49](=[O:50])[OH:51])([F:52])[F:53].